From a dataset of the Open Reaction Database (ORD), a public repository of structured organic reaction records. describe an organic reaction: reactants, conditions, products, and yield Starting materials: C(C1=CC=CC=C1)(C1=CC=CC=C1)OC(=O)NCC(=O)O (N-benzhydryloxycarbonylglycine), ClC1=C(C(=C(C(=C1O)Cl)Cl)Cl)Cl (pentachlorophenol), C1(CCCCC1)N=C=NC1CCCCC1 (dicyclohexylcarbodiimide). The solvent is C(C)(=O)OCC (ethyl acetate). Product: ClC1=C(C(=C(C(=C1OC(CNC(=O)OC(C1=CC=CC=C1)C1=CC=CC=C1)=O)Cl)Cl)Cl)Cl (N-benzhydryloxycarbonylglycine pentachlorophenyl ester). RXN SMILES: [CH:1]([O:14][C:15]([NH:17][CH2:18][C:19]([OH:21])=[O:20])=[O:16])([C:8]1[CH:13]=[CH:12][CH:11]=[CH:10][CH:9]=1)[C:2]1[CH:7]=[CH:6][CH:5]=[CH:4][CH:3]=1.[Cl:22][C:23]1[C:28](O)=[C:27]([Cl:30])[C:26]([Cl:31])=[C:25]([Cl:32])[C:24]=1[Cl:33].C1(N=C=NC2CCCCC2)CCCCC1>C(OCC)(=O)C>[Cl:22][C:23]1[C:28]([O:20][C:19](=[O:21])[CH2:18][NH:17][C:15]([O:14][CH:1]([C:8]2[CH:13]=[CH:12][CH:11]=[CH:10][CH:9]=2)[C:2]2[CH:3]=[CH:4][CH:5]=[CH:6][CH:7]=2)=[O:16])=[C:27]([Cl:30])[C:26]([Cl:31])=[C:25]([Cl:32])[C:24]=1[Cl:33]. Procedure: To a mixture consisting of 10 g. of N-benzhydryloxycarbonylglycine [this compound is reported in J. Am. Chem. Soc., 87, 3969 (1965)], 9.4 g. of pentachlorophenol, and 150 ml. of ethyl acetate, at 5° C., is added 7.3 g. of dicyclohexylcarbodiimide, and the resulting solution is kept at 5° C. for 5 hours and filtered. The filtrate is evaporated, and the residue is triturated with petroleum ether to give a solid precipitate of N-benzhydryloxycarbonylglycine pentachlorophenyl ester, which is isolate... Starting materials: C(C)(C)(C)OC(NC[C@@H]1CC[C@H](CC1)C#N)=O (tert-butyl(trans-4-cyanocyclohexyl)methylcarbamate), FC(C(=O)O)(F)F (trifluoroacetic acid). The solvent is ClCCl (dichloromethane). Reaction conditions: time 1 hour. Product: NC[C@@H]1CC[C@H](CC1)C#N (trans-4-(aminomethyl)cyclohexanecarbonitrile). Reaction SMILES: C(OC(=O)[NH:7][CH2:8][C@H:9]1[CH2:14][CH2:13][C@H:12]([C:15]#[N:16])[CH2:11][CH2:10]1)(C)(C)C.FC(F)(F)C(O)=O>ClCCl>[NH2:16][CH2:15][C@H:12]1[CH2:13][CH2:14][C@H:9]([C:8]#[N:7])[CH2:10][CH2:11]1. Procedure details: To a solution of tert-butyl(trans-4-cyanocyclohexyl)methylcarbamate (500 mg) in dichloromethane (10 mL) was slowly added trifluoroacetic acid (2 mL) at 0° C. The reaction mixture was warmed to room temperature, stirred for 1 hour and concentrated to provide the title compound. Reactants: CCCCc1cc(OCc2ccccc2)ccc1OCCc1nc(-c2cccc(-c3ccccc3)c2)oc1C, CCO, [H][H]. Yields the product CCCCc1cc(O)ccc1OCCc1nc(-c2cccc(-c3ccccc3)c2)oc1C. Reaction SMILES: [CH2:1]([c:2]1[cH:3][cH:4][cH:5][cH:6][cH:7]1)[O:8][c:9]1[cH:10][c:11]([CH2:36][CH2:37][CH2:38][CH3:39])[c:12]([O:13][CH2:14][CH2:15][c:16]2[n:17][c:18](-[c:22]3[cH:23][c:24](-[c:28]4[cH:29][cH:30][cH:31][cH:32][cH:33]4)[cH:25][cH:26][cH:27]3)[o:19][c:20]2[CH3:21])[cH:34][cH:35]1.[CH3:42][CH2:43][OH:44].[H:40][H:41]>>[OH:8][c:9]1[cH:10][c:11]([CH2:36][CH2:37][CH2:38][CH3:39])[c:12]([O:13][CH2:14][CH2:15][c:16]2[n:17][c:18](-[c:22]3[cH:23][c:24](-[c:28]4[cH:29][cH:30][cH:31][cH:32][cH:33]4)[cH:25][cH:26][cH:27]3)[o:19][c:20]2[CH3:21])[cH:34][cH:35]1. The reactants are C(C)(C)(C)OC(=O)NCC/C=C/C=C/C(=O)OCC (Ethyl (2E, 4E)-7-[(tert-Butoxycarbonyl)amino]-2,4-heptadienoate), O[Li].O (LiOH—H2O). Run in CCO (EtOH). Conditions: temperature 50 celsius. Yields the product C(C)(C)(C)OC(=O)NCC/C=C/C=C/C(=O)O ((2E, 4E)-7-[(tert-Butoxycarbonyl)amino]-2,4-heptadienoic acid). Isolated yield 87.7%. RXN SMILES: [C:1]([O:5][C:6]([NH:8][CH2:9][CH2:10]/[CH:11]=[CH:12]/[CH:13]=[CH:14]/[C:15]([O:17]CC)=[O:16])=[O:7])([CH3:4])([CH3:3])[CH3:2].O[Li].O>CCO>[C:1]([O:5][C:6]([NH:8][CH2:9][CH2:10]/[CH:11]=[CH:12]/[CH:13]=[CH:14]/[C:15]([OH:17])=[O:16])=[O:7])([CH3:4])([CH3:2])[CH3:3] |f:1.2|. Procedure: To a solution of the above ethyl ester (15) (140 mg, 0.52 mmol) in absolute EtOH (4 mL) was added LiOH—H2O (0.75 mL, 1.5 mmol, 2N solution in water). The reaction was heated at 50° C. for 1 h, then concentrated to remove excess EtOH. After acidification with 5% citric acid (20 mL), the product was extracted with EtOAc (2×50 mL). The combined organic extracts were washed with brine (30 mL), dried (MgSO4) and concentrated to give a white solid (16) (110 mg, 88%). 1H NMR (400 MHz, CDCL3) δ 7.31 (dd...